This data is from the Open Reaction Database (ORD), a public repository of structured organic reaction records. The task is: describe an organic reaction: reactants, conditions, products, and yield Run in N1=CC=CC=C1 (pyridine). Procedure details: As shown above in Scheme 7, the remaining tetralone was then converted to the methyl ester (9). Using a procedure from Gregory, G. B. and Johnson, A. L, JOC, 1990, 55, 1479, the tetralone methyl ester (9) was converted, first, to the cyanohydrin by treatment with trimethylsilylcyanide and zinc iodide and then, via the in situ dehydration with phosphorous oxychloride in pyridine, to the methyl 8-cyano-5,6-dihydro-2-naphthoate (11). This naphthoate was divided into two portions and some was subjec... Starting materials: cyanohydrin, tetralone methyl ester, C(#N)C1=CCCC=2C=CC(=CC12)C(=O)OC (methyl 8-cyano-5,6-dihydro-2-naphthoate), C1(=CC=CC2=CC=CC=C12)C(=O)[O-] (naphthoate), P(=O)(Cl)(Cl)Cl (phosphorous oxychloride), C1(CCCC2=CC=CC=C12)=O (tetralone), methyl ester, C[Si](C)(C)C#N (trimethylsilylcyanide). The reagents and catalysts are [I-].[Zn+2].[I-] (zinc iodide). The product is C(=O)(OC(C)(C)C)NCC1CCCC=2C=CC(=CC12)C(=O)O (N-(BOC)-8-Aminomethyl-5.6.7.8-tetrahydro-2-naphthoic Acid), cyclic peptide. RXN SMILES: C1(=O)[C:10]2[C:5](=[CH:6]C=CC=2)[CH2:4]CC1.C[Si](C#N)(C)C.P(Cl)(Cl)(Cl)=O.[C:23]([C:25]1[C:34]2[CH:33]=[C:32]([C:35]([O:37]C)=[O:36])[CH:31]=[CH:30][C:29]=2[CH2:28][CH2:27][CH:26]=1)#[N:24].C1([C:49]([O-:51])=[O:50])C2C(=CC=CC=2)C=CC=1>N1C=CC=CC=1.[I-].[Zn+2].[I-]>[C:49]([NH:24][CH2:23][CH:25]1[C:34]2[CH:33]=[C:32]([C:35]([OH:37])=[O:36])[CH:31]=[CH:30][C:29]=2[CH2:28][CH2:27][CH2:26]1)([O:51][C:5]([CH3:4])([CH3:6])[CH3:10])=[O:50] |f:6.7.8|.